This data is from the Open Reaction Database (ORD), a public repository of structured organic reaction records. The task is: describe an organic reaction: reactants, conditions, products, and yield The reactants are CCOC(=O)CP(=O)(OCC)OCC (phosphonoacetic acid triethyl ester), ice NH4Cl, CC(C)(C)[O-].[K+] (KOtBu), CC1(C=2C=CC(=CC2C(CC1)(C)C)C(C)=O)C (1-(5,5,8,8-tetramethyl-5,6,7,8-tetrahydro-naphthalen-2-yl)-ethanone). Run in C1CCOC1 (THF), C1CCOC1 (THF). Run at time 15 minute. Product: C(C)OC(\C=C(/C)\C1=CC=2C(CCC(C2C=C1)(C)C)(C)C)=O ((E)-3-(5,5,8,8-tetramethyl-5,6,7,8-tetrahydro-naphthalen-2-yl)-but-2-enoic acid ethyl ester). As a reaction SMILES: [CH3:1][CH2:2][O:3][C:4]([CH2:6]P(OCC)(OCC)=O)=[O:5].CC([O-])(C)C.[K+].[CH3:21][C:22]1([CH3:37])[CH2:31][CH2:30][C:29]([CH3:33])([CH3:32])[C:28]2[CH:27]=[C:26]([C:34](=O)[CH3:35])[CH:25]=[CH:24][C:23]1=2>C1COCC1>[CH2:2]([O:3][C:4](=[O:5])/[CH:6]=[C:34](/[C:26]1[CH:25]=[CH:24][C:23]2[C:22]([CH3:37])([CH3:21])[CH2:31][CH2:30][C:29]([CH3:32])([CH3:33])[C:28]=2[CH:27]=1)\[CH3:35])[CH3:1] |f:1.2|. Reported procedure: 7.30 ml of phosphonoacetic acid triethyl ester were dissolved in 100 ml of abs. THF. 3.90 g of KOtBu were added at 0° C. and the mixture stirred for 15 minutes at this temperature. 4.20 g of 1-(5,5,8,8-tetramethyl-5,6,7,8-tetrahydro-naphthalen-2-yl)-ethanone, dissolved in 30 ml of THF, were added dropwise within 30 minutes at room temperature and stirring continued at 40° C. for 16 hours. The reaction mixture was then poured onto crashed ice/NH4Cl, extracted with EtOEt, washed with brine and H2O... Reactants: FC1=CC=C(C=C1)[N+](=O)[O-] (1-fluoro-4-nitro-benzene), FC(C(C)O)(F)F ((rac)-1,1,1-trifluoro-propan-2-ol), C(=O)([O-])[O-].[Cs+].[Cs+] (Cs2CO3). Run in C(C)#N (acetonitile). Product: [N+](=O)([O-])C1=CC=C(C=C1)OC(C(F)(F)F)C ((rac)-1-nitro-4-(2,2,2-trifluoro-1-methyl-ethoxy)-benzene). The yield is 95.4%. Reaction SMILES: F[C:2]1[CH:7]=[CH:6][C:5]([N+:8]([O-:10])=[O:9])=[CH:4][CH:3]=1.[F:11][C:12]([F:17])([F:16])[CH:13]([OH:15])[CH3:14].C([O-])([O-])=O.[Cs+].[Cs+]>C(#N)C>[N+:8]([C:5]1[CH:6]=[CH:7][C:2]([O:15][CH:13]([CH3:14])[C:12]([F:17])([F:16])[F:11])=[CH:3][CH:4]=1)([O-:10])=[O:9] |f:2.3.4|. Procedure: To a solution of 1-fluoro-4-nitro-benzene (4.24 g) and (rac)-1,1,1-trifluoro-propan-2-ol (4.563 g) in acetonitile (50 ml) under an argon atmosphere was added at RT Cs2CO3 (13.04 g) and the mixture was refluxed for 10 h. It was then acidified with diluted aqueous HCL and partitioned between ethyl acetate and water. The layers were separated, dried over Na2SO4 and the solvent was then evaporated off to give (rac)-1-nitro-4-(2,2,2-trifluoro-1-methyl-ethoxy)-benzene as brown oil (6.74 g) that was us... The reactants are CO, O=P(Cl)(Cl)Cl, N#CSc1cnc(Nc2ccc(CO)cn2)s1. Yields the product COCc1ccc(Nc2ncc(SC#N)s2)nc1. RXN SMILES: [CH3:18][OH:19].[P:20]([Cl:21])([Cl:22])([Cl:23])=[O:24].[S:1]([C:2]#[N:3])[c:4]1[cH:5][n:6][c:7]([NH:9][c:10]2[cH:11][cH:12][c:13]([CH2:16][OH:17])[cH:14][n:15]2)[s:8]1>>[S:1]([C:2]#[N:3])[c:4]1[cH:5][n:6][c:7]([NH:9][c:10]2[cH:11][cH:12][c:13]([CH2:16][O:17][CH3:18])[cH:14][n:15]2)[s:8]1. Starting materials: FC1=CC=C(CN2C(=NC3=C2C=CC=C3)NC3CCN(CC3)C(=O)OCC)C=C1 ((1-(4-fluorobenzyl)-1H-benzimidazol-2-yl)-(1-ethoxycarbonyl-piperidin-4-yl)amine). Solvent: Br (hydrobromic acid). Conditions: time 1.5 hour. Product: FC1=CC=C(CN2C(=NC3=C2C=CC=C3)NC3CCNCC3)C=C1 ((1-(4-Fluorobenzyl)-1H-benzimidazol-2-yl)(piperidin-4-yl)amine). As a reaction SMILES: [F:1][C:2]1[CH:29]=[CH:28][C:5]([CH2:6][N:7]2[C:11]3[CH:12]=[CH:13][CH:14]=[CH:15][C:10]=3[N:9]=[C:8]2[NH:16][CH:17]2[CH2:22][CH2:21][N:20](C(OCC)=O)[CH2:19][CH2:18]2)=[CH:4][CH:3]=1>Br>[F:1][C:2]1[CH:3]=[CH:4][C:5]([CH2:6][N:7]2[C:11]3[CH:12]=[CH:13][CH:14]=[CH:15][C:10]=3[N:9]=[C:8]2[NH:16][CH:17]2[CH2:18][CH2:19][NH:20][CH2:21][CH2:22]2)=[CH:28][CH:29]=1. Procedure details: Combine (1-(4-fluorobenzyl)-1H-benzimidazol-2-yl)-(1-ethoxycarbonyl-piperidin-4-yl)amine (31.5 g, 79.4 mmol) and 48% hydrobromic acid (250 mL). Heat to reflux. After 1.5 hours, cool and evaporate in vacuo to give a residue. Add water and sodium hydroxide (60 g) and extract with chloroform. Dry the organic layer over Na2SO4, filter, and concentrate in vacuo to obtain a solid. Collect the solid by filtration and recrystallize from hexane/chloroform to give, after drying, the title compound: mp; 21... Isolated yield 94.7%. Procedure details: To a solution of 62 mg of (2,4-dioxo-1,4-dihydro-2H-pyrido[3,4-d]pyrimidin-3-yl)-acetic acid methyl ester in N,N-dimethylformamide (2.5 mL) is added 109 mg of (1,4-dimethyl-1H-indol-3-ylmethyl)-trimethylammonium iodide and 44 mg of potassium carbonate at room temperature. The solution is heated to 60° C. for 2.5 h. Then the reaction is cooled to room temperature and stirred for another 16 hrs. Then 50 mL of water is added and a pale yellow solid is formed. The solid is collected and rinsed with ... Conditions: temperature 60 celsius, time 16 hour. The reactants are COC(CN1C(NC2=C(C1=O)C=CN=C2)=O)=O ((2,4-dioxo-1,4-dihydro-2H-pyrido[3,4-d]pyrimidin-3-yl)-acetic acid methyl ester), [I-].CN1C=C(C2=C(C=CC=C12)C)C[N+](C)(C)C ((1,4-dimethyl-1H-indol-3-ylmethyl)-trimethylammonium iodide), C([O-])([O-])=O.[K+].[K+] (potassium carbonate), O (water). Product: COC(CN1C(N(C2=C(C1=O)C=CN=C2)CC2=CN(C1=CC=CC(=C21)C)C)=O)=O ([1-(1,4-dimethyl-1H-indol-3-ylmethyl)-2,4-dioxo-1,4-dihydro-2H-pyrido[3,4-d]pyrimidin-3-yl]-acetic acid methyl ester). The solvent is CN(C=O)C (N,N-dimethylformamide). As a reaction SMILES: [CH3:1][O:2][C:3](=[O:17])[CH2:4][N:5]1[C:10](=[O:11])[C:9]2[CH:12]=[CH:13][N:14]=[CH:15][C:8]=2[NH:7][C:6]1=[O:16].[I-].[CH3:19][N:20]1[C:28]2[C:23](=[C:24]([CH3:29])[CH:25]=[CH:26][CH:27]=2)[C:22]([CH2:30][N+](C)(C)C)=[CH:21]1.C(=O)([O-])[O-].[K+].[K+].O>CN(C)C=O>[CH3:1][O:2][C:3](=[O:17])[CH2:4][N:5]1[C:10](=[O:11])[C:9]2[CH:12]=[CH:13][N:14]=[CH:15][C:8]=2[N:7]([CH2:30][C:22]2[C:23]3[C:28](=[CH:27][CH:26]=[CH:25][C:24]=3[CH3:29])[N:20]([CH3:19])[CH:21]=2)[C:6]1=[O:16] |f:1.2,3.4.5|. Reactants: FC1=C(C(=O)OC)C=CC(=C1)C1=NOC(=N1)C1=CC(=C(C=C1)C1=C(C=CC=C1)C)COS(=O)(=O)C (Methyl 2-fluoro-4-[5-(2′-methyl-2-{[(methylsulfonyl)oxy]methyl}biphenyl-4-yl)-1,2,4-oxadiazol-3-yl]benzoate), C1(CC1)CO (cyclopropylmethanol), [OH-].[Na+] (Sodium hydroxide), Cl (Hydrogen chloride). Reaction conditions: temperature 130 celsius. Yields the product C1(CC1)COCC1=C(C=CC(=C1)C1=NC(=NO1)C1=CC(=C(C(=O)O)C=C1)F)C1=C(C=CC=C1)C (4-(5-{2-[(cyclopropylmethoxy)methyl]-2′-methylbiphenyl-4-yl}-1,2,4-oxadiazol-3-yl)-2-fluorobenzoic acid). Reaction SMILES: [F:1][C:2]1[CH:11]=[C:10]([C:12]2[N:16]=[C:15]([C:17]3[CH:22]=[CH:21][C:20]([C:23]4[CH:28]=[CH:27][CH:26]=[CH:25][C:24]=4[CH3:29])=[C:19]([CH2:30][O:31]S(C)(=O)=O)[CH:18]=3)[O:14][N:13]=2)[CH:9]=[CH:8][C:3]=1[C:4]([O:6]C)=[O:5].[OH-].[Na+].Cl.[CH:39]1([CH2:42]O)[CH2:41][CH2:40]1>>[CH:39]1([CH2:42][O:31][CH2:30][C:19]2[CH:18]=[C:17]([C:15]3[O:14][N:13]=[C:12]([C:10]4[CH:9]=[CH:8][C:3]([C:4]([OH:6])=[O:5])=[C:2]([F:1])[CH:11]=4)[N:16]=3)[CH:22]=[CH:21][C:20]=2[C:23]2[CH:28]=[CH:27][CH:26]=[CH:25][C:24]=2[CH3:29])[CH2:41][CH2:40]1 |f:1.2|. Procedure: Methyl 2-fluoro-4-[5-(2′-methyl-2-{[(methylsulfonyl)oxy]methyl}biphenyl-4-yl)-1,2,4-oxadiazol-3-yl]benzoate, prepared as in example 58, step 1, (75 mg; 0.15 mmol) was dissolved in cyclopropylmethanol (5 mL). The solution was then heated in the microwave at 130° C. for 10 min. Sodium hydroxide (151.05 μL; 5 M; 0.76 mmol) was added and the mixture was heated at 60° C. for 10 min in the microwave. Hydrogen chloride (151.05 μL; 5 M; 0.76 mmol) was added and the mixture was evaporated to dryness. The... The product is C(C1=CC=CC=C1)N1CCC(CC1)NC1=C(C=C(C=C1)S(=O)(=O)C)N (N-(1-benzylpiperidin-4-yl)-2-amino-4-methylsulphonylaniline). Reactants: C(C1=CC=CC=C1)N1CCC(CC1)NC1=C(C=C(C=C1)S(=O)(=O)C)[N+](=O)[O-] (N-(1-benzylpiperidin-4-yl)-2-nitro-4-methylsulphonylaniline). Run at temperature 50 celsius, time 1 hour. Yield: 84.8%. Reagents/catalysts: [Pd] (Pd/C). Run in CO (methanol). Procedure: The crude material from step 1 (170 g) was dissolved in 3 litres of methanol in a pressure vessel, 20 g of moist 5% Pd/C catalyst was added and stirred under an atmosphere of hydrogen at 3 bar and 50° C. for one hour. The reaction was cooled, filtered and evaporated to give 133 g N-(1-benzylpiperidin-4-yl)-2-amino-4-methylsulphonylaniline as a brown solid. RXN SMILES: [CH2:1]([N:8]1[CH2:13][CH2:12][CH:11]([NH:14][C:15]2[CH:20]=[CH:19][C:18]([S:21]([CH3:24])(=[O:23])=[O:22])=[CH:17][C:16]=2[N+:25]([O-])=O)[CH2:10][CH2:9]1)[C:2]1[CH:7]=[CH:6][CH:5]=[CH:4][CH:3]=1>CO.[Pd]>[CH2:1]([N:8]1[CH2:9][CH2:10][CH:11]([NH:14][C:15]2[CH:20]=[CH:19][C:18]([S:21]([CH3:24])(=[O:23])=[O:22])=[CH:17][C:16]=2[NH2:25])[CH2:12][CH2:13]1)[C:2]1[CH:7]=[CH:6][CH:5]=[CH:4][CH:3]=1.